Dataset: the Open Reaction Database (ORD), a public repository of structured organic reaction records. Task: describe an organic reaction: reactants, conditions, products, and yield Reactants: ClC1=C(C=C(C=C1)N1[C@H](C(N(CC1)CCCC(=O)N1C[C@H](C2(CC2)CC1)O)=O)C)OC(F)(F)F ((S)-4-(4-chloro-3-trifluoromethoxy-phenyl)-1-[4-((S)-4-hydroxy-6-aza-spiro[2.5]oct-6-yl)-4-oxo-butyl]-3-methyl-piperazin-2-one), CCO (EtOH). Solvent: CCCCCCC (n-heptane). Yields the product title compounds, ClC1=C(C=C(C=C1)N1[C@@H](C(N(CC1)CCCC(=O)N1C[C@H](C2(CC2)CC1)O)=O)C)OC(F)(F)F ((R)-4-(4-chloro-3-trifluoromethoxy-phenyl)-1-[4-((S)-4-hydroxy-6-aza-spiro[2.5]oct-6-yl)-4-oxo-butyl]-3-methyl-piperazin-2-one). Isolated yield 25.0%. As a reaction SMILES: [Cl:1][C:2]1[CH:7]=[CH:6][C:5]([N:8]2[CH2:13][CH2:12][N:11]([CH2:14][CH2:15][CH2:16][C:17]([N:19]3[CH2:26][CH2:25][C:22]4([CH2:24][CH2:23]4)[C@H:21]([OH:27])[CH2:20]3)=[O:18])[C:10](=[O:28])[C@@H:9]2[CH3:29])=[CH:4][C:3]=1[O:30][C:31]([F:34])([F:33])[F:32].CCO>CCCCCCC>[Cl:1][C:2]1[CH:7]=[CH:6][C:5]([N:8]2[CH2:13][CH2:12][N:11]([CH2:14][CH2:15][CH2:16][C:17]([N:19]3[CH2:26][CH2:25][C:22]4([CH2:24][CH2:23]4)[C@H:21]([OH:27])[CH2:20]3)=[O:18])[C:10](=[O:28])[C@H:9]2[CH3:29])=[CH:4][C:3]=1[O:30][C:31]([F:32])([F:33])[F:34]. Reported procedure: The title compounds were prepared by chiral separation of (S)-4-(4-chloro-3-trifluoromethoxy-phenyl)-1-[4-((S)-4-hydroxy-6-aza-spiro[2.5]oct-6-yl)-4-oxo-butyl]-3-methyl-piperazin-2-one (61% ds) on a Reprosil Chiral NR, (40% EtOH in n-heptane) to give 25% of (R)-4-(4-chloro-3-trifluoromethoxy-phenyl)-1-[4-((S)-4-hydroxy-6-aza-spiro[2.5]oct-6-yl)-4-oxo-butyl]-3-methyl-piperazin-2-one (example 63) as white foam, MS: 504.19 (MH+, Cl) and 33% of (S)-4-(4-chloro-3-trifluoromethoxy-phenyl)-1-[4-((S)-4-...